This data is from the Open Reaction Database (ORD), a public repository of structured organic reaction records. The task is: describe an organic reaction: reactants, conditions, products, and yield Starting materials: COC=1C=C(O[C@H](CCN2CCC(CC2)C=2C=C(C=CC2)NC(C(C)C)=O)C2=CC=CC=C2)C=CC1OC (N-(3-{1-[(3R)-3-(3,4-dimethoxyphenoxy)-3-phenylpropyl]-4-piperidinyl}phenyl)-2-methylpropanamide), CI (methyl iodide). Product: COC=1C=C(O[C@H](CCN2CCC(CC2)C=2C=C(C=CC2)N(C(C(C)C)=O)C)C2=CC=CC=C2)C=CC1OC (N-(3-{1-[(3R)-3-(3,4-DIMETHOXYPHENOXY)-3-PHENYLPROPYL]-4-PIPERIDINYL}PHENYL)-N,2-DIMETHYLPROPANAMIDE). Reaction SMILES: [CH3:1][O:2][C:3]1[CH:4]=[C:5]([CH:34]=[CH:35][C:36]=1[O:37][CH3:38])[O:6][C@@H:7]([C:28]1[CH:33]=[CH:32][CH:31]=[CH:30][CH:29]=1)[CH2:8][CH2:9][N:10]1[CH2:15][CH2:14][CH:13]([C:16]2[CH:17]=[C:18]([NH:22][C:23](=[O:27])[CH:24]([CH3:26])[CH3:25])[CH:19]=[CH:20][CH:21]=2)[CH2:12][CH2:11]1.[CH3:39]I>>[CH3:1][O:2][C:3]1[CH:4]=[C:5]([CH:34]=[CH:35][C:36]=1[O:37][CH3:38])[O:6][C@@H:7]([C:28]1[CH:29]=[CH:30][CH:31]=[CH:32][CH:33]=1)[CH2:8][CH2:9][N:10]1[CH2:15][CH2:14][CH:13]([C:16]2[CH:17]=[C:18]([N:22]([CH3:39])[C:23](=[O:27])[CH:24]([CH3:26])[CH3:25])[CH:19]=[CH:20][CH:21]=2)[CH2:12][CH2:11]1. Reported procedure: Prepared by Procedure T and Scheme AD using N-(3-{1-[(3R)-3-(3,4-dimethoxyphenoxy)-3-phenylpropyl]-4-piperidinyl}phenyl)-2-methylpropanamide and methyl iodide: ESMS m/e: 531.2 (M+H)+. Solvent: CCCCCCC (heptane). The product is C(CCCCCCCCC(=O)OCC)(=O)OC1CC(N(C(C1)(C)C)O)(C)C (1-Oxyl-2,2,6,6-tetramethylpiperidin-4-yl Ethyl Sebacate). Reactants: ON1C(CC(CC1(C)C)O)(C)C (1-oxyl-2,2,6,6-tetramethylpiperidin-4-ol), C(CCCCCCCCC(=O)OCC)(=O)OCC (diethyl sebacate). Reported procedure: When following the procedure of Example 1, equimolar amounts of 1-oxyl-2,2,6,6-tetramethylpiperidin-4-ol and diethyl sebacate are reacted in heptane in the presence of tetraisopropyl orthotitanate, the title compound is prepared. As a reaction SMILES: [OH:1][N:2]1[C:7]([CH3:9])([CH3:8])[CH2:6][CH:5]([OH:10])[CH2:4][C:3]1([CH3:12])[CH3:11].[C:13](OCC)(=[O:27])[CH2:14][CH2:15][CH2:16][CH2:17][CH2:18][CH2:19][CH2:20][CH2:21][C:22]([O:24][CH2:25][CH3:26])=[O:23]>CCCCCCC.CC([O-])C.CC([O-])C.CC([O-])C.CC([O-])C.[Ti+4]>[C:13]([O:10][CH:5]1[CH2:6][C:7]([CH3:8])([CH3:9])[N:2]([OH:1])[C:3]([CH3:12])([CH3:11])[CH2:4]1)(=[O:27])[CH2:14][CH2:15][CH2:16][CH2:17][CH2:18][CH2:19][CH2:20][CH2:21][C:22]([O:24][CH2:25][CH3:26])=[O:23] |f:3.4.5.6.7|. Reagents/catalysts: CC(C)[O-].CC(C)[O-].CC(C)[O-].CC(C)[O-].[Ti+4] (tetraisopropyl orthotitanate). Reactants: FC1=C(C(=CC=C1)F)N1C(N(C2=NC(=NC=C2C1)S(=O)(=O)C)C)=O (3-(2,6-difluorophenyl)-7-methanesulfonyl-3,4-dihydro-1-methylpyrimido[4,5-d]pyrimidin-2(1H)-one), 4-[1288 2-(diethylamino)ethoxy]aniline, ClCCl.CO.C(C)(=O)O.O (dichloromethane methanol acetic acid water). Reaction conditions: temperature 180 celsius. Product: C(C)N(CCOC1=CC=C(NC2=NC=C3C(=N2)N(C(N(C3)C3=C(C=CC=C3F)F)=O)C)C=C1)CC (7-[4-[2-(diethylamino)ethoxy]anilino]-3-(2,6-difluorophenyl)-3,4-dihydro-1-methylpyrimido[4,5-d]pyrimidin-2(1H)-one). The yield is 11.0%. Reaction SMILES: [F:1][C:2]1[CH:7]=[CH:6][CH:5]=[C:4]([F:8])[C:3]=1[N:9]1[CH2:18][C:17]2[C:12](=[N:13][C:14](S(C)(=O)=O)=[N:15][CH:16]=2)[N:11]([CH3:23])[C:10]1=O.ClCCl.[CH3:28][OH:29].[C:30](O)(=O)[CH3:31].[OH2:34]>>[CH2:12]([N:11]([CH2:30][CH3:31])[CH2:10][CH2:28][O:29][C:6]1[CH:7]=[CH:2][C:3]([NH:9][C:14]2[N:13]=[C:12]3[N:11]([CH3:23])[C:10](=[O:34])[N:9]([C:3]4[C:2]([F:1])=[CH:7][CH:6]=[CH:5][C:4]=4[F:8])[CH2:18][C:17]3=[CH:16][N:15]=2)=[CH:4][CH:5]=1)[CH3:17] |f:1.2.3.4|. Reported procedure: A mixture of 200 mg (0.56 mmol) of 3-(2,6-difluorophenyl)-7-methanesulfonyl-3,4-dihydro-1-methylpyrimido[4,5-d]pyrimidin-2(1H)-one and 400 mg (1.9 mmol) of 4-[1288 2-(diethylamino)ethoxy]aniline was heated at 180° C. for 30 minutes and then cooled. The residue was subjected to column chromatography on silica gel using dichloromethane/methanol/acetic acid/water (240:24:3:2) for the elution. Product-containing fractions were combined and evaporated and the residue was evaporated with toluene. The ... The reactants are O1C(=CC=C1)CSCCCCOC=1C=C2CCC(NC2=CC1)=O (6-[4-(2-furylmethyl-mercapto)-butoxy]-3,4-dihydro-carbostyril), OO (hydrogen peroxide). Yields the product O1C(=CC=C1)CS(=O)CCCCOC=1C=C2CCC(NC2=CC1)=O (6-[4-(2-Furylmethyl-sulfinyl)-butoxy]-3,4-dihydro-carbostyril). As a reaction SMILES: [O:1]1[CH:5]=[CH:4][CH:3]=[C:2]1[CH2:6][S:7][CH2:8][CH2:9][CH2:10][CH2:11][O:12][C:13]1[CH:14]=[C:15]2[C:20](=[CH:21][CH:22]=1)[NH:19][C:18](=[O:23])[CH2:17][CH2:16]2.[OH:24]O>>[O:1]1[CH:5]=[CH:4][CH:3]=[C:2]1[CH2:6][S:7]([CH2:8][CH2:9][CH2:10][CH2:11][O:12][C:13]1[CH:14]=[C:15]2[C:20](=[CH:21][CH:22]=1)[NH:19][C:18](=[O:23])[CH2:17][CH2:16]2)=[O:24]. Reported procedure: Prepared analogous to Example 2 from 6-[4-(2-furylmethyl-mercapto)-butoxy]-3,4-dihydro-carbostyril and hydrogen peroxide. The reactants are CC(=CCC1=C(C2=CC=CC=C2C(=C1C)N=NC1=CC=C(C=C1)[N+](=O)[O-])O)CCCC(CCCC(CCCC(C)C)C)C (2-(3,7,11,15-tetramethyl-2-hexadecenyl)-3-methyl-4-[(4-nitrophenyl)azo]-1-naphthol), C1(=CC=CC=C1)C.CO (toluol methanol). Solvent: [N+](=O)([O-])C1=C(C=CC=C1)CCCCCCCCOCCCCCCCCC1=C(C=CC=C1)[N+](=O)[O-] (o-nitrophenyloctyl ether). The product is [N+](=O)([O-])C1=CC=C(C=C1)NN (4-nitrophenylhydrazine), 455. RXN SMILES: CC(CCCC(C)CCCC(C)CCCC(C)C)=CCC1C(C)=C([N:16]=[N:17][C:18]2[CH:23]=[CH:22][C:21]([N+:24]([O-:26])=[O:25])=[CH:20][CH:19]=2)C2C(=CC=CC=2)C=1O.C1(C)C=CC=CC=1.CO>[N+](C1C=CC=CC=1CCCCCCCCOCCCCCCCCC1C=CC=CC=1[N+]([O-])=O)([O-])=O>[N+:24]([C:21]1[CH:20]=[CH:19][C:18]([NH:17][NH2:16])=[CH:23][CH:22]=1)([O-:26])=[O:25] |f:1.2|. Procedure: 2-(3,7,11,15-tetramethyl-2-hexadecenyl)-3-methyl-4-[(4-nitrophenyl)azo]-1-naphthol, TLC, silica gel 60 (Merck), mobile solvent: toluol/methanol=50:1; Rf =0.22, from 4-nitrophenylhydrazine, Transmission spectra at an acid or alkaline pH in o-nitrophenyloctyl ether yield λmax values of 455 or 637 nm. Starting materials: C(C)OC(CCNC(C1=CC(=C(C(=C1)C(=O)N1C(SCC1)=S)OC)C(=O)N1C(SCC1)=S)=O)=O (3-[4-methoxy-3,5-bis-(2-thioxo-thiazolidine-3-carbonyl)-benzoylamino]-propionic acid ethyl ester), CN (methylamine), C(C)(C)O (isopropanol), CO (methanol). Run in ClCCl (dichloromethane), ClCCl (dichloromethane). Yields the product C(C)OC(CCNC(C1=CC(=C(C(=C1)C(=O)N1C(SCC1)=S)OC)C(NC)=O)=O)=O (3-[4-methoxy-3-methylcarbamoyl-5-(2-thioxo-thiazolidine-3-carbonyl)-benzoylamino]-propionic acid ethyl ester). Reaction SMILES: [CH2:1]([O:3][C:4](=[O:34])[CH2:5][CH2:6][NH:7][C:8](=[O:33])[C:9]1[CH:14]=[C:13]([C:15]([N:17]2[CH2:21][CH2:20][S:19][C:18]2=[S:22])=[O:16])[C:12]([O:23][CH3:24])=[C:11]([C:25]([N:27]2CCS[C:28]2=S)=[O:26])[CH:10]=1)[CH3:2].CN.C(O)(C)C.CO>ClCCl>[CH2:1]([O:3][C:4](=[O:34])[CH2:5][CH2:6][NH:7][C:8](=[O:33])[C:9]1[CH:14]=[C:13]([C:15]([N:17]2[CH2:21][CH2:20][S:19][C:18]2=[S:22])=[O:16])[C:12]([O:23][CH3:24])=[C:11]([C:25](=[O:26])[NH:27][CH3:28])[CH:10]=1)[CH3:2]. Procedure details: To a solution of compound 6B (2.3 g, 4.25 mmol) in dichloromethane, a mixture of 0.2 mL methylamine solution (40% wt in water, d=0.902) and 10 mL isopropanol was added dropwise over 24 h, the completeness of reaction was monitored by TLC. The reaction mixture was then directly applied onto a gradient flash silica column (1-5% methanol in dichloromethane). The desired product was obtained as a thick, yellow oil. The reactants are C1CCCCC1, O=CNc1c(-c2ccccc2)sc2ccccc12, ClCCl, Cl, N, O. Product: CC(=O)Nc1c(-c2ccccc2)sc2ccccc12. Reaction SMILES: [CH2:21]1[CH2:22][CH2:23][CH2:24][CH2:25][CH2:26]1.[CH:1](=[O:2])[NH:3][c:4]1[c:5]2[c:6]([s:7][c:8]1-[c:9]1[cH:10][cH:11][cH:12][cH:13][cH:14]1)[cH:15][cH:16][cH:17][cH:18]2.[Cl:28][CH2:29][Cl:30].[ClH:19].[NH3:20].[OH2:27]>>[C:1](=[O:2])([NH:3][c:4]1[c:5]2[c:6]([s:7][c:8]1-[c:9]1[cH:10][cH:11][cH:12][cH:13][cH:14]1)[cH:15][cH:16][cH:17][cH:18]2)[CH3:21]. The reactants are FC(C(=O)O)(F)F.FC(C(=O)O)(F)F.FC(C(=O)O)(F)F.ClC=1C=NC=2NC=3C=NC=C(CCC4=C(C=CC(NC1N2)=C4)OCCC4CCNCC4)C3 (6-chloro-12-(2-piperidin-4-ylethoxy)-2,4,8,18,22-pentaazatetracyclo[14.3.1.1(3,7).1(9,13)]docosa-1(20),3(22),4,6,9(21),10,12,16,18-nonaene tris(trifluoroacetate)), C(C)(=O)Cl (acetyl chloride). Yields the product FC(C(=O)O)(F)F.FC(C(=O)O)(F)F.C(C)(=O)N1CCC(CC1)CCOC=1C=CC=2NC3=C(C=NC(NC=4C=NC=C(CCC1C2)C4)=N3)Cl (12-[2-(1-Acetylpiperidin-4-yl)ethoxy]-6-chloro-2,4,8,18,22-pentaazatetracyclo[14.3.1.1(3,7).1(9,13)]docosa-1(20),3(22),4,6,9(21),10,12,16,18-nonaene bis(trifluoroacetate)). Isolated yield 66.0%. Reaction SMILES: [F:1][C:2]([F:7])([F:6])[C:3]([OH:5])=[O:4].[F:8][C:9]([F:14])([F:13])[C:10]([OH:12])=[O:11].F[C:16](F)(F)[C:17](O)=[O:18].[Cl:22][C:23]1[CH:24]=[N:25][C:26]2[NH:27][C:28]3[CH:29]=[N:30][CH:31]=[C:32]([CH:53]=3)[CH2:33][CH2:34][C:35]3[CH:43]=[C:39]([NH:40][C:41]=1[N:42]=2)[CH:38]=[CH:37][C:36]=3[O:44][CH2:45][CH2:46][CH:47]1[CH2:52][CH2:51][NH:50][CH2:49][CH2:48]1.C(Cl)(=O)C>>[F:1][C:2]([F:7])([F:6])[C:3]([OH:5])=[O:4].[F:8][C:9]([F:14])([F:13])[C:10]([OH:12])=[O:11].[C:17]([N:50]1[CH2:49][CH2:48][CH:47]([CH2:46][CH2:45][O:44][C:36]2[CH:37]=[CH:38][C:39]3[NH:40][C:41]4[N:42]=[C:26]([NH:27][C:28]5[CH:29]=[N:30][CH:31]=[C:32]([CH:53]=5)[CH2:33][CH2:34][C:35]=2[CH:43]=3)[N:25]=[CH:24][C:23]=4[Cl:22])[CH2:52][CH2:51]1)(=[O:18])[CH3:16] |f:0.1.2.3,5.6.7|. Procedure details: The desired compound was prepared according to the procedure of Example D94 using 6-chloro-12-(2-piperidin-4-ylethoxy)-2,4,8,18,22-pentaazatetracyclo[14.3.1.1(3,7).1(9,13)]docosa-1(20),3(22),4,6,9(21),10,12,16,18-nonaene tris(trifluoroacetate) and acetyl chloride as the starting materials in 66% yield. LCMS for C26H30ClN6O2 (M+H)+: m/z=493.1. Reactants: C(C)OC(CN1CCC(CC1)C1=NN2C(=NC(=CC2=N1)C1=C(C=C(C=C1)Cl)Cl)Cl)=O (Ethyl{4-[5-chloro-7-(2,4-dichlorophenyl)[1,2,4]triazolo[1,5-c]pyrimidin-2-yl]piperidin-1-yl}-acetate), Cl.NC1=NC(=CC=C1C(C(F)(F)F)=O)NCCN (1-{2-Amino-6-[(2-aminoethyl)amino]pyridin-3-yl}-2,2,2-trifluoroethanone hydrochloride), C(C)(C)N(C(C)C)CC (N,N-diisopropylethylamine). Run in CS(=O)C (DMSO). Run at temperature 130 celsius. Product: C(C)OC(CN1CCC(CC1)C1=NN2C(=NC(=CC2=N1)C1=C(C=C(C=C1)Cl)Cl)NCCNC1=NC(=C(C=C1)C(C(F)(F)F)=O)N)=O (Ethyl(4-{5-[(2-{[6-amino-5-(trifluoroacetyl)pyridin-2-yl]amino}ethyl)amino]-7-(2,4-dichloro-phenyl)[1,2,4]triazolo[1,5-c]pyrimidin-2-yl}piperidin-1-yl)acetate). As a reaction SMILES: [CH2:1]([O:3][C:4](=[O:30])[CH2:5][N:6]1[CH2:11][CH2:10][CH:9]([C:12]2[N:20]=[C:19]3[N:14]([C:15](Cl)=[N:16][C:17]([C:21]4[CH:26]=[CH:25][C:24]([Cl:27])=[CH:23][C:22]=4[Cl:28])=[CH:18]3)[N:13]=2)[CH2:8][CH2:7]1)[CH3:2].Cl.[NH2:32][C:33]1[C:38]([C:39](=[O:44])[C:40]([F:43])([F:42])[F:41])=[CH:37][CH:36]=[C:35]([NH:45][CH2:46][CH2:47][NH2:48])[N:34]=1.C(N(CC)C(C)C)(C)C>CS(C)=O>[CH2:1]([O:3][C:4](=[O:30])[CH2:5][N:6]1[CH2:11][CH2:10][CH:9]([C:12]2[N:20]=[C:19]3[N:14]([C:15]([NH:48][CH2:47][CH2:46][NH:45][C:35]4[CH:36]=[CH:37][C:38]([C:39](=[O:44])[C:40]([F:42])([F:43])[F:41])=[C:33]([NH2:32])[N:34]=4)=[N:16][C:17]([C:21]4[CH:26]=[CH:25][C:24]([Cl:27])=[CH:23][C:22]=4[Cl:28])=[CH:18]3)[N:13]=2)[CH2:8][CH2:7]1)[CH3:2] |f:1.2|. Reported procedure: 120 mg (0.23 mmol) of ethyl{4-[5-chlor-7-(2,4-dichlorophenyl)[1,2,4]triazolo[1,5-c]pyrimidin-2-yl]piperidin-1-yl}acetate (Example 55A), 78.7 mg (0.28 mmol) of 1-{2-amino-6-[(2-aminoethyl)-amino]pyridin-3-yl}-2,2,2-trifluoroethanone hydrochloride (Example 13A) and 0.24 ml (1.38 mmol) of N,N-diisopropylethylamine were initially charged in 1 ml of DMSO. The mixture was heated in the microwave at 130° C. for 30 min. This gave, after purification of the crude product by preparative HPLC (Method 11), ... As a reaction SMILES: [NH2:1][N:2]1[CH:6]=[CH:5][N:4]=[C:3]1[C:7]([NH:9][C:10]1[CH:15]=[CH:14][CH:13]=[CH:12][CH:11]=1)=[O:8].[C:16]([O:20][C:21]([NH:23][C@@H:24]([CH3:28])[C:25](O)=[O:26])=[O:22])([CH3:19])([CH3:18])[CH3:17].CCN=C=NCCCN(C)C.Cl>>[O:26]=[C:25]([NH:1][N:2]1[CH:6]=[CH:5][N:4]=[C:3]1[C:7](=[O:8])[NH:9][C:10]1[CH:11]=[CH:12][CH:13]=[CH:14][CH:15]=1)[C@@H:24]([NH:23][C:21](=[O:22])[O:20][C:16]([CH3:19])([CH3:18])[CH3:17])[CH3:28] |f:2.3|. Yields the product O=C([C@H](C)NC(OC(C)(C)C)=O)NN1C(=NC=C1)C(NC1=CC=CC=C1)=O ((S)-tert-Butyl 1-oxo-1-(2-(phenylcarbamoyl)-1H-imidazol-1-ylamino)propan-2-ylcarbamate). Starting materials: 20a, NN1C(=NC=C1)C(=O)NC1=CC=CC=C1 (1-amino-N-phenyl-1H-imidazole-2-carboxamide), C(C)(C)(C)OC(=O)N[C@H](C(=O)O)C ((S)-2-(tert-butoxycarbonylamino)propanoic acid), CCN=C=NCCCN(C)C.Cl (EDC.HCl). Procedure: The title compound was prepared following the experimental procedure described in preparation 20a, from 1.12 g (5.54 mmol) of 1-amino-N-phenyl-1H-imidazole-2-carboxamide, 1.26 g (6.65 mmol) of (S)-2-(tert-butoxycarbonylamino)propanoic acid and 1.03 g (6.65 mmol) of EDC.HCl. The solid obtained was triturated in diisopropylether to give 1.51 g (67% yield) of the title compound. Yield: 73.0%.